This data is from the Open Reaction Database (ORD), a public repository of structured organic reaction records. The task is: describe an organic reaction: reactants, conditions, products, and yield Reported procedure: A solution of 0.6 gram (0.001 mole) of phenylmethyl 6-chloro-2-(4,6-dimethoxy-1,3,5-triazin-2-yloxy)benzoate in 50 mL of ethanol and 15 mL of acetic acid was hydrogenated in the presence of 5% palladium on charcoal using a Parr hydrogenation apparatus. Upon completion of the hydrogenation, the reaction mixture was filtered through diatomaceous earth. The diatomaceous earth filter cake was washed with tetrahydrofuran. The combined filtrate and wash was concentrated under reduced pressure to a res... Starting materials: ClC1=CC=CC(=C1C(=O)OCC1=CC=CC=C1)OC1=NC(=NC(=N1)OC)OC (phenylmethyl 6-chloro-2-(4,6-dimethoxy-1,3,5-triazin-2-yloxy)benzoate). Reagents/catalysts: [Pd] (palladium on charcoal). Run in C(C)O (ethanol), C(C)(=O)O (acetic acid). The product is ClC1=C(C(=O)O)C(=CC=C1)OC1=NC(=NC(=N1)OC)OC (2-chloro-6-(4,6-dimethoxy-1,3,5-triazin-2-yloxy)benzoic acid). The yield is 83.4%. RXN SMILES: [Cl:1][C:2]1[C:7]([C:8]([O:10]CC2C=CC=CC=2)=[O:9])=[C:6]([O:18][C:19]2[N:24]=[C:23]([O:25][CH3:26])[N:22]=[C:21]([O:27][CH3:28])[N:20]=2)[CH:5]=[CH:4][CH:3]=1>C(O)C.C(O)(=O)C.[Pd]>[Cl:1][C:2]1[CH:3]=[CH:4][CH:5]=[C:6]([O:18][C:19]2[N:20]=[C:21]([O:27][CH3:28])[N:22]=[C:23]([O:25][CH3:26])[N:24]=2)[C:7]=1[C:8]([OH:10])=[O:9].